Dataset: the Open Reaction Database (ORD), a public repository of structured organic reaction records. Task: describe an organic reaction: reactants, conditions, products, and yield Reaction SMILES: [CH2:1]([c:2]1[cH:3][cH:4][cH:5][cH:6][cH:7]1)[O:8][c:9]1[cH:10][cH:11][c:12]2[c:13]([n:14][c:15]([NH:17][C:18](=[O:19])[NH:20][CH2:21][CH3:22])[s:16]2)[cH:23]1.[CH3:24][S:25](=[O:26])(=[O:27])[OH:28].[Cl:29][CH2:30][Cl:31]>>[OH:8][c:9]1[cH:10][cH:11][c:12]2[c:13]([n:14][c:15]([NH:17][C:18](=[O:19])[NH:20][CH2:21][CH3:22])[s:16]2)[cH:23]1. The reactants are CCNC(=O)Nc1nc2cc(OCc3ccccc3)ccc2s1, CS(=O)(=O)O, ClCCl. Yields the product CCNC(=O)Nc1nc2cc(O)ccc2s1. Starting materials: FC(C(F)(F)F)(C(F)(F)F)C1=CC(=C(C=C1)N1C(=O)C2=[N+](C=CC=C2C1=O)[O-])C (N-[4-(heptafluoro-2-propyl)-2-methylphenyl]pyridine-2,3-dicarboximide-1-oxide), C1CCOC1 (THF), C(C)(C)N (isopropylamine). The product is FC(C(F)(F)F)(C(F)(F)F)C1=CC(=C(C=C1)NC(=O)C1C(=[N+](C=CC1=C=O)[O-])NC(C)C)C (3-[4-(heptafluoro-2-propyl)-2-methylphenyl]aminocarbonyl-2-(2-propyl)amino-carbonylpyridine-N-oxide). Isolated yield 63.0%. As a reaction SMILES: [F:1][C:2]([C:11]1[CH:16]=[CH:15][C:14]([N:17]2[C:26](=[O:27])[C:25]3[C:20](=[N+:21]([O-:28])[CH:22]=[CH:23][CH:24]=3)C2=O)=[C:13]([CH3:29])[CH:12]=1)([C:7]([F:10])([F:9])[F:8])[C:3]([F:6])([F:5])[F:4].[CH:30]([NH2:33])([CH3:32])[CH3:31].C1C[O:37][CH2:36]C1>>[F:1][C:2]([C:11]1[CH:16]=[CH:15][C:14]([NH:17][C:26]([CH:25]2[C:24](=[C:36]=[O:37])[CH:23]=[CH:22][N+:21]([O-:28])=[C:20]2[NH:33][CH:30]([CH3:32])[CH3:31])=[O:27])=[C:13]([CH3:29])[CH:12]=1)([C:3]([F:4])([F:5])[F:6])[C:7]([F:10])([F:8])[F:9]. Reported procedure: In 10 ml of THF was dissolved 400 mg of N-[4-(heptafluoro-2-propyl)-2-methylphenyl]pyridine-2,3-dicarboximide-1-oxide, followed by adding thereto 200 mg of isopropylamine, and the resulting mixture was stirred at room temperature for 5 hours. After completion of the reaction, the solvent was distilled off under reduced pressure and the resulting residue was purified by a silica gel column chromatography using ethyl acetate/n-hexane as an eluent, to obtain 290 mg of the desired compound as white ... Starting materials: O=C[C@H](O)[C@@H](O)[C@H](O)[C@H](O)CO (glucose), CC1([C@@H](N2[C@H](S1)[C@@H](C2=O)NC(=O)CC=3C=CC=CC3)C(=O)O)C (benzyl penicillin), enzyme solution, xylan, C(C(CO)(CO)N)O.C(C(O)CC(=O)[O-])(=O)[O-] (Tris malate), [N+](=O)([O-])C1=C(C(C(=O)O)=CC(=C1)[N+](=O)[O-])O (DNS). The solvent is O (Water). Reaction conditions: time 10 minute. Product: O=C[C@H](O)[C@@H](O)[C@H](O)CO (xylose). Isolated yield 0.0%. RXN SMILES: [O:1]=[CH:2][C@@H:3]([C@H:5]([C@@H:7]([C@@H:9](CO)[OH:10])[OH:8])[OH:6])[OH:4].CC1(C)S[C@@H]2[C@H](NC(CC3C=CC=CC=3)=O)C(=O)N2[C@H]1C(O)=O.C(O)C(N)(CO)CO.C([O-])(=O)C(CC([O-])=O)O.[N+](C1C=C([N+]([O-])=O)C=C(C(O)=O)C=1O)([O-])=O>O>[O:1]=[CH:2][C@@H:3]([C@H:5]([C@@H:7]([CH2:9][OH:10])[OH:8])[OH:6])[OH:4] |f:2.3|. Procedure: Escherichia coli HB101 (pAX1) (FERM BP-950) and Escherichia coli HB101 (pXP102-3) (FERM BP-951) obtained in Examples 2 and 3, respectively were cultured at 37° C. with shaking in LB broth not containing glucose (containing 10 g of tryptone (Difco), 5 g of yeast extract, 20 μg/ml of ampicillin and 10 g of NaCl in one liter of water and adjusted to pH 7.0). The cell growth (cell weight) was measured by optical density at 660 nm. Penicillinase activity was measured by a modified Sargent's method (S... Reactants: C1=C(C=CC2=CC=CC=C12)[S-].[K+] (potassium naphthalene-2-thiolate), C(=O)OC (methyl formate). The product is CSC1=CC2=CC=CC=C2C=C1 (naphth-2-yl methyl thioether). Yield: 89.2%. As a reaction SMILES: [CH:1]1[C:10]2[C:5](=[CH:6][CH:7]=[CH:8][CH:9]=2)[CH:4]=[CH:3][C:2]=1[S-:11].[K+].[CH:13](OC)=O>>[CH3:13][S:11][C:2]1[CH:3]=[CH:4][C:5]2[C:10](=[CH:9][CH:8]=[CH:7][CH:6]=2)[CH:1]=1 |f:0.1|. Procedure details: A mixture of 30 g of potassium naphthalene-2-thiolate and 120 g of methyl formate was introduced into a 0.3 liter stirred autoclave at room temperature and heated at 150° C. for 15 hours, during which the pressure (partial pressure of CO+partial pressure of the reaction mixture) reached 210 bar. The mixture was worked up by a procedure similar to that described in Example 1 to give 23.5 g (89% of theory) of naphth-2-yl methyl thioether. ##STR3## Reactants: methanol-ether, C(\C=C\C(=O)O)(=O)O (fumaric acid), O.C(CC(O)(C(=O)O)CC(=O)O)(=O)O.C(CC(O)(C(=O)O)CC(=O)O)(=O)O.C1(=CC=CC=C1)C(CCN1CCN(CC1)CC1=C(C(=C(C=C1)OC)OC)OC)C1=CC=CC=C1 (1-(3,3-diphenylpropyl)-4-(2,3,4-trimethoxybenzyl)piperazine dicitrate monohydrate). Yields the product O.C(\C=C\C(=O)O)(=O)O.C(\C=C\C(=O)O)(=O)O.C1(=CC=CC=C1)C(CCN1CCN(CC1)CC1=C(C(=C(C=C1)OC)OC)OC)C1=CC=CC=C1 (1-(3,3-diphenylpropyl)-4-(2,3,4-trimethoxybenzyl)piperazine difumarate monohydrate). Yield: 92.1%. RXN SMILES: C(O)(=O)/C=C/C(O)=[O:5].O.[C:10]([OH:22])(=[O:21])[CH2:11][C:12](CC(O)=O)([C:14]([OH:16])=[O:15])O.[C:23]([OH:35])(=[O:34])[CH2:24][C:25](CC(O)=O)([C:27]([OH:29])=[O:28])O.[C:36]1([CH:42]([C:64]2[CH:69]=[CH:68][CH:67]=[CH:66][CH:65]=2)[CH2:43][CH2:44][N:45]2[CH2:50][CH2:49][N:48]([CH2:51][C:52]3[CH:57]=[CH:56][C:55]([O:58][CH3:59])=[C:54]([O:60][CH3:61])[C:53]=3[O:62][CH3:63])[CH2:47][CH2:46]2)[CH:41]=[CH:40][CH:39]=[CH:38][CH:37]=1>>[OH2:5].[C:10]([OH:22])(=[O:21])/[CH:11]=[CH:12]/[C:14]([OH:16])=[O:15].[C:23]([OH:35])(=[O:34])/[CH:24]=[CH:25]/[C:27]([OH:29])=[O:28].[C:64]1([CH:42]([C:36]2[CH:37]=[CH:38][CH:39]=[CH:40][CH:41]=2)[CH2:43][CH2:44][N:45]2[CH2:46][CH2:47][N:48]([CH2:51][C:52]3[CH:57]=[CH:56][C:55]([O:58][CH3:59])=[C:54]([O:60][CH3:61])[C:53]=3[O:62][CH3:63])[CH2:49][CH2:50]2)[CH:65]=[CH:66][CH:67]=[CH:68][CH:69]=1 |f:1.2.3.4,5.6.7.8|. Reported procedure: By adding a methanol-ether solution of 1.75 g (0.015 mole) of fumaric acid to 5 ml of the concentrated ether solution described above 3.6 g (92.1% yield) of 1-(3,3-diphenylpropyl)-4-(2,3,4-trimethoxybenzyl)piperazine difumarate monohydrate with a melting point of 196° -197°C was obtained.